From a dataset of the Open Reaction Database (ORD), a public repository of structured organic reaction records. describe an organic reaction: reactants, conditions, products, and yield Starting materials: NC=1OC=C(C1C#N)C (2-amino-3-cyano-4-methylfuran), C(C)OC(OCC)OCC (triethylorthoformate), C(C)(=O)OC(C)=O (acetic anhydride), COC1=CC=C(C=C1)CCN (2-(4-methoxyphenyl)ethylamine), C(C)(=O)OC(C)=O (acetic anhydride), C(C)(=O)[O-].[Na+] (sodium acetate). Solvent: CCOCC (ether), O (water). Reaction conditions: temperature 135 celsius. Yields the product CC1=COC=2N=CN=C(C21)NCCC2=CC=C(C=C2)OC (5-Methyl-N-[2-(4-methoxyphenyl)ethyl]furo[2,3-d]-pyrimidin-4-amine). As a reaction SMILES: [NH2:1][C:2]1[O:3][CH:4]=[C:5]([CH3:9])[C:6]=1[C:7]#[N:8].[CH2:10](OC(OCC)OCC)C.C(OC(=O)C)(=O)C.[CH3:27][O:28][C:29]1[CH:34]=[CH:33][C:32]([CH2:35][CH2:36][NH2:37])=[CH:31][CH:30]=1.C([O-])(=O)C.[Na+]>CCOCC.O>[CH3:9][C:5]1[C:6]2[C:7]([NH:37][CH2:36][CH2:35][C:32]3[CH:33]=[CH:34][C:29]([O:28][CH3:27])=[CH:30][CH:31]=3)=[N:8][CH:10]=[N:1][C:2]=2[O:3][CH:4]=1 |f:4.5|. Procedure details: A mixture of 4 g of 2-amino-3-cyano-4-methylfuran, 3 mL of triethylorthoformate and 0.5 mL of acetic anhydride was heated at 135° C. for three hours. To the hot solution was added 4.5 g of 2-(4-methoxyphenyl)ethylamine, 5 mL of acetic anhydride, and 3.1 g of sodium acetate. The temperature of the mixture was kept at 135° C. for three additional hours, then the mixture was cooled and combined with a mixture of water and ether. The ether layer was separated, and product was extracted from the rema...